This data is from the Open Reaction Database (ORD), a public repository of structured organic reaction records. The task is: describe an organic reaction: reactants, conditions, products, and yield Reactants: CCN(CC)CCOc1ccc([N+](=O)[O-])cc1, Cl, [Fe], [Na+], [OH-], O. Product: CCN(CC)CCOc1ccc(N)cc1. RXN SMILES: [CH2:1]([CH3:2])[N:3]([CH2:4][CH3:5])[CH2:6][CH2:7][O:8][c:9]1[cH:10][cH:11][c:12]([N+:15]([O-:16])=[O:17])[cH:13][cH:14]1.[ClH:18].[Fe:21].[Na+:20].[OH-:19].[OH2:22]>>[CH2:1]([CH3:2])[N:3]([CH2:4][CH3:5])[CH2:6][CH2:7][O:8][c:9]1[cH:10][cH:11][c:12]([NH2:15])[cH:13][cH:14]1. Solvent: C(Cl)Cl (DCM), O1CCOCC1 (dioxane). Conditions: time 8 hour. Product: Cl.FC(C=1N=CC(=NC1)N[C@H]1[C@@H]2CC[C@H](C1)N2)(F)F ((1S,2R,4R)—N-(5-(trifluoromethyl)pyrazin-2-yl)-7-azabicyclo[2.2.1]heptan-2-amine hydrochloride). RXN SMILES: [F:1][C:2]([F:25])([F:24])[C:3]1[N:4]=[CH:5][C:6]([NH:9][C@@H:10]2[CH2:15][C@@H:14]3[N:16](C(OC(C)(C)C)=O)[C@H:11]2[CH2:12][CH2:13]3)=[N:7][CH:8]=1.[ClH:26]>C(Cl)Cl.O1CCOCC1>[ClH:26].[F:25][C:2]([F:1])([F:24])[C:3]1[N:4]=[CH:5][C:6]([NH:9][C@@H:10]2[CH2:15][C@@H:14]3[NH:16][C@H:11]2[CH2:12][CH2:13]3)=[N:7][CH:8]=1 |f:4.5|. Procedure: To the intermediate of Example 181 Step A (100 mg, 0.3 mmol) in DCM (3 mL) was added 4M HCl in dioxane (0.8 mL). The reaction was allowed to proceed overnight then concentrated neutralized with 5% Na2CO3 (aq) and extracted with DCM (2×). The combined organics were dried (Na2SO4) to give the title compound of step A that was used without further purification. The reactants are FC(C=1N=CC(=NC1)N[C@H]1[C@@H]2CC[C@H](C1)N2C(=O)OC(C)(C)C)(F)F ((1S,2R,4R)-tert-butyl 2-((5-(trifluoromethyl)pyrazin-2-yl)amino)-7-azabicyclo[2.2.1]heptane-7-carboxylate), Cl (HCl). Starting materials: N#CCCOc1ccc(F)cc1, O=S(=O)(O)O. Yields the product O=C1CCOc2ccc(F)cc21. RXN SMILES: [F:1][c:2]1[cH:3][cH:4][c:5]([O:6][CH2:7][CH2:8][C:9]#[N:10])[cH:11][cH:12]1.[S:13]([OH:14])(=[O:15])(=[O:16])[OH:17]>>[F:1][c:2]1[cH:3][cH:4][c:5]2[c:11]([cH:12]1)[C:9](=[O:14])[CH2:8][CH2:7][O:6]2.